From a dataset of the Open Reaction Database (ORD), a public repository of structured organic reaction records. describe an organic reaction: reactants, conditions, products, and yield The reactants are NC=1C=C2C=CN(C2=CC1)C1=CC=C(C=C1)N (5-amino-1-(4-aminophenyl)indole), CN(C1=CC=C(C(=O)[O-])C=C1)C (4-dimethylaminobenzoate). Yields the product CN(C1=CC=C(C(=O)NC2=CC=C(C=C2)N2C=CC3=CC(=CC=C23)NC(C2=CC=C(C=C2)N(C)C)=O)C=C1)C (N-(1-(4-(4-Dimethylaminobenzamido)phenyl)-1H-indol-5-yl)-4-dimethylaminobenzamide). As a reaction SMILES: [NH2:1][C:2]1[CH:3]=[C:4]2[C:8](=[CH:9][CH:10]=1)[N:7]([C:11]1[CH:16]=[CH:15][C:14]([NH2:17])=[CH:13][CH:12]=1)[CH:6]=[CH:5]2.[CH3:18][N:19]([CH3:29])[C:20]1[CH:28]=[CH:27][C:23]([C:24]([O-])=[O:25])=[CH:22][CH:21]=1>>[CH3:18][N:19]([CH3:29])[C:20]1[CH:28]=[CH:27][C:23]([C:24]([NH:17][C:14]2[CH:15]=[CH:16][C:11]([N:7]3[C:8]4[C:4](=[CH:3][C:2]([NH:1][C:24](=[O:25])[C:23]5[CH:27]=[CH:28][C:20]([N:19]([CH3:29])[CH3:18])=[CH:21][CH:22]=5)=[CH:10][CH:9]=4)[CH:5]=[CH:6]3)=[CH:12][CH:13]=2)=[O:25])=[CH:22][CH:21]=1. Reported procedure: Compound 370 was prepared according to the procedure described in Scheme IV from 5-amino-1-(4-aminophenyl)indole and 4-dimethylaminobenzoate. [M+H]+ calcd for C32H31N5O2: 518.25; found: 517.95. Reactants: ClC1=CC=NC=C1 (4-chloropyridine), BrCC(=O)OCC (ethyl bromoacetate). Yields the product [Br-].C(=O)(OCC)C[N+]1=CC=C(C=C1)Cl (1-Carboethoxymethyl-4-chloropyridinium bromide). Reaction SMILES: [Cl:1][C:2]1[CH:7]=[CH:6][N:5]=[CH:4][CH:3]=1.[Br:8][CH2:9][C:10]([O:12][CH2:13][CH3:14])=[O:11]>>[Br-:8].[C:10]([CH2:9][N+:5]1[CH:6]=[CH:7][C:2]([Cl:1])=[CH:3][CH:4]=1)([O:12][CH2:13][CH3:14])=[O:11] |f:2.3|. Procedure details: A solution of 1.1 g. (10 mmoles; 0.95 ml.) of 4-chloropyridine in 10 g. (60 mmoles) of ethyl bromoacetate is kept at 5° for 48 hours. The mixture is diluted with 15 ml. of ether, filtered and the solid is washed well with ether. Starting materials: C(C)N(C(CCCC1=CC=C(C=C1)NS(=O)(=O)C)=O)CCCCCCC (N-[4-[4-(ethylheptylamino)-4-oxobutyl]phenyl]methanesulfonamide), 25, [H-].[Al+3].[Li+].[H-].[H-].[H-] (lithium aluminum hydride). Run in O1CCCC1 (tetrahydrofuran). Reaction conditions: time 45 minute. Yields the product C(C)N(CCCCC1=CC=C(C=C1)NS(=O)(=O)C)CCCCCCC (N-[4-[4-(Ethylheptylamino)butyl]phenyl]methanesulfonamide). RXN SMILES: [H-].[Al+3].[Li+].[H-].[H-].[H-].[CH2:7]([N:9]([CH2:26][CH2:27][CH2:28][CH2:29][CH2:30][CH2:31][CH3:32])[C:10](=O)[CH2:11][CH2:12][CH2:13][C:14]1[CH:19]=[CH:18][C:17]([NH:20][S:21]([CH3:24])(=[O:23])=[O:22])=[CH:16][CH:15]=1)[CH3:8]>O1CCCC1>[CH2:7]([N:9]([CH2:26][CH2:27][CH2:28][CH2:29][CH2:30][CH2:31][CH3:32])[CH2:10][CH2:11][CH2:12][CH2:13][C:14]1[CH:15]=[CH:16][C:17]([NH:20][S:21]([CH3:24])(=[O:22])=[O:23])=[CH:18][CH:19]=1)[CH3:8] |f:0.1.2.3.4.5|. Procedure details: A suspension of 1.8 g (0.047 mol) of lithium aluminum hydride in 50 ml of tetrahydrofuran (THF), under nitrogen, is cooled in an ice bath. The mixture is treated with a solution of N-[4-[4-(ethylheptylamino)-4-oxobutyl]phenyl]methanesulfonamide from Preparation 25 (7.5 g, 0.0195 mol) (which has been dried by azeotrope with CCl4 and then benzene) in 100 ml of THF dropwise over 45 min. The mixture is stirred for 30 min in the cold and for 2 hrs at ambient temperature. The mixture is cooled in an i... Run at temperature 60 celsius, time 1 hour. RXN SMILES: C(O[C:6]([N:8]1[CH2:13][CH2:12][CH:11]([O:14][C:15]2[C:19]3[CH:20]=[CH:21][CH:22]=[CH:23][C:18]=3[O:17][N:16]=2)[CH2:10][CH2:9]1)=O)(C)(C)C.FC(F)(F)C(O)=O.[O:31]1C[CH:32]1[CH2:34][N:35]1[C:43]2[CH2:42][CH2:41][N:40]([C:44](=[O:46])[CH3:45])[CH2:39][C:38]=2[C:37]([C:47]2[CH:52]=[CH:51][C:50]([C:53]([F:56])([F:55])[F:54])=[CH:49][CH:48]=2)=[N:36]1>C(Cl)Cl>[O:17]1[C:18]2[CH:23]=[CH:22][CH:21]=[CH:20][C:19]=2[C:15]([O:14][CH:11]2[CH2:10][CH2:9][N:8]([CH2:6][CH:32]([OH:31])[CH2:34][N:35]3[C:43]4[CH2:42][CH2:41][N:40]([C:44](=[O:46])[CH3:45])[CH2:39][C:38]=4[C:37]([C:47]4[CH:52]=[CH:51][C:50]([C:53]([F:56])([F:55])[F:54])=[CH:49][CH:48]=4)=[N:36]3)[CH2:13][CH2:12]2)=[N:16]1. Yield: 68.5%. Reactants: C(C)(C)(C)OC(=O)N1CCC(CC1)OC1=NOC2=C1C=CC=C2 (4-(benzo[d]isoxazol-3-yloxy)-piperidine-1-carboxylic acid tert-butyl ester), FC(C(=O)O)(F)F (trifluoroacetic acid), O1C(C1)CN1N=C(C=2CN(CCC21)C(C)=O)C2=CC=C(C=C2)C(F)(F)F (1-[1-oxiranylmethyl-3-(4-trifluoromethyl-phenyl)-1,4,6,7-tetrahydro-pyrazolo[4,3-c]pyridin-5-yl]-ethanone). Reported procedure: A solution of 176 mg (0.55 mmol) of 4-(benzo[d]isoxazol-3-yloxy)-piperidine-1-carboxylic acid tert-butyl ester in CH2Cl2(2 mL) was treated with trifluoroacetic acid (0.5 mL) at room temperature overnight. The solvent was then removed and the crude product dissolved in methanol and stirred over 100 mg of sodium bicarbonate for 1 h, the solid was then filtered off and the filtrate concentrated. The crude piperidine was then dissolved in 4 mL EtOH and treated with 202 mg (0.55 mmol) of 1-[1-oxirany... The product is O1N=C(C2=C1C=CC=C2)OC2CCN(CC2)CC(CN2N=C(C=1CN(CCC12)C(C)=O)C1=CC=C(C=C1)C(F)(F)F)O (1-[1-{3-[4-(Benzo[d]isoxazol-3-yloxy)-piperidin-1-yl]-2-hydroxy-propyl}-3-(4-trifluoromethyl-phenyl)-1,4,6,7-tetrahydro-pyrazolo[4,3-c]pyridin-5-yl]-ethanone). Solvent: C(Cl)Cl (CH2Cl2). RXN SMILES: [N+:1]([O-:4])(O)=[O:2].[CH3:5][O:6][C:7]1[CH:8]=[C:9]([CH:13]=[C:14]([O:18][CH3:19])[C:15]=1[O:16][CH3:17])C(O)=O>C(O)(=O)C>[CH3:19][O:18][C:14]1[CH:13]=[C:9]([N+:1]([O-:4])=[O:2])[CH:8]=[C:7]([O:6][CH3:5])[C:15]=1[O:16][CH3:17]. The product is COC1=C(C(=CC(=C1)[N+](=O)[O-])OC)OC (1,2,3-trimethoxy-5-nitrobenzene). Run in C(C)(=O)O (acetic acid). Yield: 66.1%. Starting materials: [N+](=O)(O)[O-] (nitric acid), COC=1C=C(C(=O)O)C=C(C1OC)OC (3,4,5-trimethoxybenzoic acid), ice water. Run at time 30 minute. Procedure: To a solution of nitric acid (20.0 mL) and acetic acid (40.0 mL) under 10° C. was added 3,4,5-trimethoxybenzoic acid (10.0 g, 47.0 mmol) in portions. The mixture was stirred at room temperature for 30 minutes. The reaction mixture was then poured into ice-water. The resulting precipitate was collected by filtration and washed with water, which was then recrystallized from ethanol to afford the product 1,2,3-trimethoxy-5-nitrobenzene (6.64 g, yield 66.1%). 1H NMR (400 MHz, DMSO-d6) δ ppm 7.51 (s,... Reactants: FC(C(=O)NN)(C(C1=NC=CC=C1)O)F (α,α-difluoro-β-hydroxy-3-(2-pyridinyl)-propanoic acid, hydrazide), NN (hydrazine), FC(C(=O)OCC)(C(C=1SC=CC1)O)F (ethyl α,α-difluoro-β-hydroxy-2-thiophenepropanoate). The product is FC(C(=O)NN)(C(C=1SC=CC1)O)F (α,α-difluoro-β-hydroxy-2-thiophenepropanoic acid, hydrazide), product. Isolated yield 74.0%. Reaction SMILES: [F:1][C:2]([F:15])([CH:7]([OH:14])[C:8]1[CH:13]=[CH:12][CH:11]=CN=1)[C:3]([NH:5][NH2:6])=[O:4].FC(F)(C(O)C1[S:25]C=CC=1)C(OCC)=O.NN>>[F:1][C:2]([F:15])([CH:7]([OH:14])[C:8]1[S:25][CH:11]=[CH:12][CH:13]=1)[C:3]([NH:5][NH2:6])=[O:4]. Procedure: α,α-difluoro-β-hydroxy-2-thiophenepropanoic acid, hydrazide (26) was prepared in the same manner as α,α-difluoro-β-hydroxy-3-(2-pyridinyl)-propanoic acid, hydrazide (10), as described above in Example 10, on a 1.4 mmol scale from ethyl α,α-difluoro-β-hydroxy-2-thiophenepropanoate and hydrazine to yield 0.23 g (74%) of product. Analysis calculated for C7H8N2O2F2S (M.W. 222.21): C, 37.84; H, 3.63; N, 12.61. Found: C, 37.72; H, 3.51; N, 12.42. Reactants: C(C)(=O)CCCCCP(OC)=O (methyl acetylpentylphosphinate), [I-].[Na+] (sodium iodide). Solvent: CC(=O)CC (ethyl methyl ketone). Yields the product C(C)(=O)CCCCCP([O-])=O.[Na+] (Sodium acetylpentylphosphinate). As a reaction SMILES: [C:1]([CH2:4][CH2:5][CH2:6][CH2:7][CH2:8][PH:9](=[O:12])[O:10]C)(=[O:3])[CH3:2].[I-].[Na+:14]>CC(CC)=O>[C:1]([CH2:4][CH2:5][CH2:6][CH2:7][CH2:8][PH:9](=[O:10])[O-:12])(=[O:3])[CH3:2].[Na+:14] |f:1.2,4.5|. Procedure details: A solution of methyl acetylpentylphosphinate (5.0 g, 0.026 mol) and oven-dried sodium iodide (3.9 g, 0.026 mol) in freshly distilled ethyl methyl ketone (50 ml) was refluxed for 1hour. Reactants: CCOC(=O)CBr, O=C([O-])[O-], O=C(NCCCCc1ccc(O)cc1)OCc1ccccc1, [I-], [K+], [K+], [Na+], CN(C)C=O, O. The product is CCOC(=O)COc1ccc(CCCCNC(=O)OCc2ccccc2)cc1. Reaction SMILES: [Br:31][CH2:32][C:33](=[O:34])[O:35][CH2:36][CH3:37].[C:23](=[O:24])([O-:25])[O-:26].[CH2:1]([c:2]1[cH:3][cH:4][cH:5][cH:6][cH:7]1)[O:8][C:9]([NH:10][CH2:11][CH2:12][CH2:13][CH2:14][c:15]1[cH:16][cH:17][c:18]([OH:21])[cH:19][cH:20]1)=[O:22].[I-:30].[K+:27].[K+:28].[Na+:29].[O:38]=[CH:39][N:40]([CH3:41])[CH3:42].[OH2:43]>>[CH2:1]([c:2]1[cH:3][cH:4][cH:5][cH:6][cH:7]1)[O:8][C:9]([NH:10][CH2:11][CH2:12][CH2:13][CH2:14][c:15]1[cH:16][cH:17][c:18]([O:21][CH2:32][C:33](=[O:34])[O:35][CH2:36][CH3:37])[cH:19][cH:20]1)=[O:22]. The reactants are CC(=O)OO, CC(=O)[O-], COc1cccc(C2=CCCC2)c1, ClCCl, [Na+], O, O, O. The product is COc1cccc(C23CCCC2O3)c1. Reaction SMILES: [C:22]([O:23][OH:24])(=[O:25])[CH3:26].[C:4]([O-:5])(=[O:6])[CH3:7].[CH3:9][O:10][c:11]1[cH:12][c:13]([C:17]2=[CH:18][CH2:19][CH2:20][CH2:21]2)[cH:14][cH:15][cH:16]1.[Cl:27][CH2:28][Cl:29].[Na+:8].[OH2:1].[OH2:2].[OH2:3]>>[O:6]1[C:17]2([c:13]3[cH:12][c:11]([O:10][CH3:9])[cH:16][cH:15][cH:14]3)[CH2:18][CH2:19][CH2:20][CH:21]12.